This data is from the Open Reaction Database (ORD), a public repository of structured organic reaction records. The task is: describe an organic reaction: reactants, conditions, products, and yield The reactants are CN(C)C=O, CC(C)(O)c1ccc(CN)cc1, O=C(O)c1cccnc1Oc1ccc2c(c1)OCO2, O, O, On1nnc2ccccc21. Product: CC(C)(O)c1ccc(CNC(=O)c2cccnc2Oc2ccc3c(c2)OCO3)cc1. Reaction SMILES: [CH3:43][N:44]([CH3:45])[CH:46]=[O:47].[NH2:20][CH2:21][c:22]1[cH:23][cH:24][c:25]([C:28]([CH3:29])([CH3:30])[OH:31])[cH:26][cH:27]1.[O:1]1[CH2:2][O:3][c:4]2[c:5]1[cH:6][cH:7][c:8]([O:10][c:11]1[c:12]([C:13](=[O:14])[OH:15])[cH:16][cH:17][cH:18][n:19]1)[cH:9]2.[OH2:32].[OH2:48].[OH:33][n:34]1[c:35]2[cH:36][cH:37][cH:38][cH:39][c:40]2[n:41][n:42]1>>[O:1]1[CH2:2][O:3][c:4]2[c:5]1[cH:6][cH:7][c:8]([O:10][c:11]1[c:12]([C:13](=[O:15])[NH:20][CH2:21][c:22]3[cH:23][cH:24][c:25]([C:28]([CH3:29])([CH3:30])[OH:31])[cH:26][cH:27]3)[cH:16][cH:17][cH:18][n:19]1)[cH:9]2. The reactants are BrC1=CC2=C(CC(C3=C(NC2)C=CC(=C3)Cl)O)C=C1 (8-Bromo-2-chloro-5,6,11,12-tetrahydro-dibenzo[b,f]azocine-12-ol), Cl (HCl). Run in O1CCOCC1 (dioxane), C(C)(=O)OCC (ethyl acetate). Yields the product BrC1=CC2=C(C=CC3=C(NC2)C=CC(=C3)Cl)C=C1 (8-Bromo-2-chloro-5,6-dihydro-dibenzo[b,f]azocine). Yield: 87.3%. RXN SMILES: [Br:1][C:2]1[CH:19]=[CH:18][C:5]2[CH2:6][CH:7](O)[C:8]3[CH:15]=[C:14]([Cl:16])[CH:13]=[CH:12][C:9]=3[NH:10][CH2:11][C:4]=2[CH:3]=1.Cl>O1CCOCC1.C(OCC)(=O)C>[Br:1][C:2]1[CH:19]=[CH:18][C:5]2[CH:6]=[CH:7][C:8]3[CH:15]=[C:14]([Cl:16])[CH:13]=[CH:12][C:9]=3[NH:10][CH2:11][C:4]=2[CH:3]=1. Reported procedure: To a mixture of 8-Bromo-2-chloro-5,6,11,12-tetrahydro-dibenzo[b,f]azocine-12-ol (0.85 g, 2.5 mmole) in dioxane (10 mL) was added concentrated HCl (1 mL). The reaction was heated to reflux for 24 hours. The reaction mixture was concentrated and the residue obtained was dissolved in ethyl acetate, washed with saturated aqueous NaHCO3, dried (Na2SO4), filtered and concentrated to give 8-Bromo-2-chloro-5,6-dihydro-dibenzo[b,f]azocine (0.7 g, 87%). HPLC Rt=4.33 min. m/z=320 (M+H+). Reactants: hydrochloride salt, CC1(C2CNCC12)C=1C=C(C=CC1)NS(=O)(=O)C (N-[3-(6-methyl-3-azabicyclo[3.1.0]hex-6-yl)phenyl]methanesulfonamide), C(O)([O-])=O.[Na+] (sodium hydrogen carbonate), S1C(=CC=C1)CCC(=O)O (3-(2-thienyl)propanoic acid), O.ON1N=NC2=C1C=CC=C2 (1-hydroxybenzotriazole monohydrate), Cl.CN(CCCN=C=NCC)C (1-(3-dimethylaminopropyl)-3-ethylcarbodiimide hydrochloride), crude product. The solvent is CN(C=O)C (N,N-dimethylformamide), CO (methanol). Run at time 10 minute. Yields the product CC1(C2CN(CC12)C(CCC=1SC=CC1)=O)C=1C=C(C=CC1)NS(=O)(=O)C (N-(3-{6-Methyl-3-[3-(2-thienyl)propanoyl]-3-azabicyclo[3.1.0]hex-6-yl}phenyl)methanesulfonamide). Yield: 72.1%. RXN SMILES: [S:1]1[CH:5]=[CH:4][CH:3]=[C:2]1[CH2:6][CH2:7][C:8]([OH:10])=O.O.ON1C2C=CC=CC=2N=N1.Cl.CN(C)CCCN=C=NCC.[CH3:34][C:35]1([C:41]2[CH:42]=[C:43]([NH:47][S:48]([CH3:51])(=[O:50])=[O:49])[CH:44]=[CH:45][CH:46]=2)[CH:40]2[CH:36]1[CH2:37][NH:38][CH2:39]2.C(=O)([O-])O.[Na+]>CN(C)C=O.CO>[CH3:34][C:35]1([C:41]2[CH:42]=[C:43]([NH:47][S:48]([CH3:51])(=[O:50])=[O:49])[CH:44]=[CH:45][CH:46]=2)[CH:40]2[CH:36]1[CH2:37][N:38]([C:8](=[O:10])[CH2:7][CH2:6][C:2]1[S:1][CH:5]=[CH:4][CH:3]=1)[CH2:39]2 |f:1.2,3.4,6.7|. Reported procedure: To a solution of 3-(2-thienyl)propanoic acid (200 mg, 1.2 mmol) in N,N-dimethylformamide (25 ml) was added 1-hydroxybenzotriazole monohydrate (200 mg, 1.31 mmol) and 1-(3-dimethylaminopropyl)-3-ethylcarbodiimide hydrochloride (340 mg, 1.77 mmol). After stirring at room temperature for 10 min the mixture was treated with the hydrochloride salt of N-[3-(6-methyl-3-azabicyclo[3.1.0]hex-6-yl)phenyl]methanesulfonamide (Preparation 53, 400 mg, 1.3 mmol) and sodium hydrogen carbonate (220 mg, 2.6 mmol)... Reactants: C(C)(C)(CC)NN (t-amylhydrazine), C(CCC(=O)C)(=O)OCCCC (butyl levulinate). Product: C(C)(C)(CC)NN=C(CCC(=O)OCCCC)C (Butyl levulinate t-amylhydrazone). Isolated yield 90.0%. Reaction SMILES: [C:1]([NH:6][NH2:7])([CH2:4][CH3:5])([CH3:3])[CH3:2].[C:8]([O:15][CH2:16][CH2:17][CH2:18][CH3:19])(=[O:14])[CH2:9][CH2:10][C:11]([CH3:13])=O>>[C:1]([NH:6][N:7]=[C:11]([CH3:13])[CH2:10][CH2:9][C:8]([O:15][CH2:16][CH2:17][CH2:18][CH3:19])=[O:14])([CH2:4][CH3:5])([CH3:3])[CH3:2]. Procedure: Butyl levulinate t-amylhydrazone was prepared in 90% yield by refluxing an aqueous solution of t-amylhydrazine with an equimolar amount of butyl levulinate. Yields the product CC(C)CC(Nc1nn(C)cc1Br)C(=O)O. The reactants are COc1ccc(COC(=O)C(CC(C)C)Nc2nn(C)cc2Br)cc1, CO, Cl, [Li+], [OH-]. Reaction SMILES: [Br:1][c:2]1[c:3]([NH:8][CH:9]([CH2:10][CH:11]([CH3:12])[CH3:13])[C:14](=[O:15])[O:16][CH2:17][c:18]2[cH:19][cH:20][c:21]([O:22][CH3:23])[cH:24][cH:25]2)[n:4][n:5]([CH3:7])[cH:6]1.[CH3:29][OH:30].[ClH:28].[Li+:27].[OH-:26]>>[Br:1][c:2]1[c:3]([NH:8][CH:9]([CH2:10][CH:11]([CH3:12])[CH3:13])[C:14](=[O:15])[OH:16])[n:4][n:5]([CH3:7])[cH:6]1. The reactants are COC(=O)CC1=CC=C(C(=O)O)C=C1 (4-Methoxycarbonylmethyl-benzoic acid), ClC=1C=CC(=C(C1)S(=O)(=O)N1CCCC2=CC=C(C=C12)N)OC (1-(5-chloro-2-methoxy-benzenesulfonyl)-1,2,3,4-tetrahydro-quinolin-7-ylamine), Cl (HCl), S(=O)(Cl)Cl (thionyl chloride). The reagents and catalysts are CN(C1=CC=NC=C1)C (4-dimethylaminopyridine). The solvent is ClCCl (dichloromethane). Conditions: temperature 50 celsius, time 18 hour. The product is COC(CC1=CC=C(C=C1)C(NC1=CC=C2CCCN(C2=C1)S(=O)(=O)C1=C(C=CC(=C1)Cl)OC)=O)=O ({4-[1-(5-chloro-2-methoxy-benzenesulfonyl)-1,2,3,4-tetrahydro-quinolin-7-ylcarbamoyl]-phenyl}-acetic acid methyl ester). As a reaction SMILES: [CH3:1][O:2][C:3]([CH2:5][C:6]1[CH:14]=[CH:13][C:9]([C:10]([OH:12])=O)=[CH:8][CH:7]=1)=[O:4].S(Cl)(Cl)=O.[Cl:19][C:20]1[CH:21]=[CH:22][C:23]([O:40][CH3:41])=[C:24]([S:26]([N:29]2[C:38]3[C:33](=[CH:34][CH:35]=[C:36]([NH2:39])[CH:37]=3)[CH2:32][CH2:31][CH2:30]2)(=[O:28])=[O:27])[CH:25]=1.Cl>ClCCl.CN(C)C1C=CN=CC=1>[CH3:1][O:2][C:3](=[O:4])[CH2:5][C:6]1[CH:7]=[CH:8][C:9]([C:10](=[O:12])[NH:39][C:36]2[CH:37]=[C:38]3[C:33]([CH2:32][CH2:31][CH2:30][N:29]3[S:26]([C:24]3[CH:25]=[C:20]([Cl:19])[CH:21]=[CH:22][C:23]=3[O:40][CH3:41])(=[O:28])=[O:27])=[CH:34][CH:35]=2)=[CH:13][CH:14]=1. Reported procedure: 4-Methoxycarbonylmethyl-benzoic acid (52.00 mg, 0.27 mmol) was suspended in dichloromethane (2.00 mL) and treated with thionyl chloride (95.57 mg, 0.80 mmol). The mixture was stirred at 50° C. for 18 hours, and the volatiles were evaporated. The residue was redissolved in tetrahydrofuran (2.00 mL) and treated with 1-(5-chloro-2-methoxy-benzenesulfonyl)-1,2,3,4-tetrahydro-quinolin-7-ylamine (94.48 mg, 0.27 mmol) and 4-dimethylaminopyridine (66.76 mg, 0.54 mmol). The mixture was warmed to 75° C. a... Starting materials: COC(=O)C=Cc1cccc(S(=O)(=O)Cl)c1, NCc1cccnc1, [Na+], O=C([O-])O, C1COCCO1, O. Product: COC(=O)C=Cc1cccc(S(=O)(=O)NCc2cccnc2)c1. As a reaction SMILES: [CH3:1][O:2][C:3]([CH:4]=[CH:5][c:6]1[cH:7][c:8]([S:12](=[O:13])(=[O:14])[Cl:15])[cH:9][cH:10][cH:11]1)=[O:16].[NH2:17][CH2:18][c:19]1[cH:20][n:21][cH:22][cH:23][cH:24]1.[Na+:29].[O-:25][C:26]([OH:27])=[O:28].[O:30]1[CH2:31][CH2:32][O:33][CH2:34][CH2:35]1.[OH2:36]>>[CH3:1][O:2][C:3]([CH:4]=[CH:5][c:6]1[cH:7][c:8]([S:12](=[O:13])(=[O:14])[NH:17][CH2:18][c:19]2[cH:20][n:21][cH:22][cH:23][cH:24]2)[cH:9][cH:10][cH:11]1)=[O:16]. Reactants: C1CNC[C@H]2CCC3=C([C@H]12)C=CC=C3 (trans-1,2,3,4,4a,5,6,10b-octahydrobenz[f]isoquinoline), C([O-])([O-])=O.[K+].[K+] (potassium carbonate), [N+](=O)([O-])C1=CC=C(CCBr)C=C1 (4-nitrophenethyl bromide). Run in CN(C)C=O (DMF). Yields the product [N+](=O)([O-])C1=CC=C(CCN2C[C@H]3CCC4=C([C@@H]3CC2)C=CC=C4)C=C1 (trans-1,2,3,4,4a,5,6,10b-Octahydro-3-(4'-nitrophenethyl)benz[f]isoquinoline). The yield is 37.2%. RXN SMILES: [CH2:1]1[C@@H:10]2[C@H:5]([CH2:6][CH2:7][C:8]3[CH:14]=[CH:13][CH:12]=[CH:11][C:9]=32)[CH2:4][NH:3][CH2:2]1.C(=O)([O-])[O-].[K+].[K+].[N+:21]([C:24]1[CH:32]=[CH:31][C:27]([CH2:28][CH2:29]Br)=[CH:26][CH:25]=1)([O-:23])=[O:22]>CN(C=O)C>[N+:21]([C:24]1[CH:32]=[CH:31][C:27]([CH2:28][CH2:29][N:3]2[CH2:2][CH2:1][C@@H:10]3[C@H:5]([CH2:6][CH2:7][C:8]4[CH:14]=[CH:13][CH:12]=[CH:11][C:9]=43)[CH2:4]2)=[CH:26][CH:25]=1)([O-:23])=[O:22] |f:1.2.3|. Procedure details: Following the procedure of Example 3, step 4, 0.300 g (1.60 mmol) of crude trans-1,2,3,4,4a,5,6,10b-octahydrobenz[f]isoquinoline in 10 ml of anhydrous DMF was reacted with 0.244 g (1.77 mmol) of anhydrous potassium carbonate and 0.369 g (1.60 mmol) of 4-nitrophenethyl bromide. Chromatography on flash silica, eluting with 50-100% ethyl acetate/petroleum ether, then on a Lobar column, eluting with 50% ethyl acetate/petroleum ether, afforded 0.200 g (37%) of the title product as a white solid. The ... The reactants are O=C([O-])[O-], C=CCBr, CC(C)=O, [K+], [K+], CC(C)c1oc(-c2ccc(Cl)cc2Cl)nc1CCc1noc2cc(O)ccc12. Yields the product C=CCOc1ccc2c(CCc3nc(-c4ccc(Cl)cc4Cl)oc3C(C)C)noc2c1. Reaction SMILES: [C:29](=[O:30])([O-:31])[O-:32].[CH2:35]([CH:36]=[CH2:37])[Br:38].[CH3:39][C:40](=[O:41])[CH3:42].[K+:33].[K+:34].[OH:1][c:2]1[cH:3][c:4]2[c:5]([c:6]([CH2:9][CH2:10][c:11]3[n:12][c:13](-[c:19]4[c:20]([Cl:26])[cH:21][c:22]([Cl:25])[cH:23][cH:24]4)[o:14][c:15]3[CH:16]([CH3:17])[CH3:18])[n:7][o:8]2)[cH:27][cH:28]1>>[O:1]([c:2]1[cH:3][c:4]2[c:5]([c:6]([CH2:9][CH2:10][c:11]3[n:12][c:13](-[c:19]4[c:20]([Cl:26])[cH:21][c:22]([Cl:25])[cH:23][cH:24]4)[o:14][c:15]3[CH:16]([CH3:17])[CH3:18])[n:7][o:8]2)[cH:27][cH:28]1)[CH2:37][CH:36]=[CH2:35]. Reactants: ClC1=NC(=NC=N1)NC ((4-chloro-[1,3,5]triazin-2-yl)-methyl-amine), [Na+].[I-] (NaI), C(C)N1CCN(CC1)C1=CC=C(N)C=C1 (4-(4-ethylpiperazin-1-yl)-aniline), C(C)N(C(C)C)C(C)C (N-ethyl-diisopropyl amine). The solvent is CCO (EtOH). Run at temperature 80 celsius. The product is CNC1=NC=NC(=N1)NC1=CC=C(C=C1)N1CCN(CC1)CC (N-Methyl-N′-[4-(4-ethyl-piperazin-1-yl)-phenyl]-[1,3,5]triazine-2,4-diamine). As a reaction SMILES: Cl[C:2]1[N:7]=[CH:6][N:5]=[C:4]([NH:8][CH3:9])[N:3]=1.[Na+].[I-].[CH2:12]([N:14]1[CH2:19][CH2:18][N:17]([C:20]2[CH:26]=[CH:25][C:23]([NH2:24])=[CH:22][CH:21]=2)[CH2:16][CH2:15]1)[CH3:13].C(N(C(C)C)C(C)C)C>CCO>[CH3:9][NH:8][C:4]1[N:3]=[C:2]([NH:24][C:23]2[CH:22]=[CH:21][C:20]([N:17]3[CH2:16][CH2:15][N:14]([CH2:12][CH3:13])[CH2:19][CH2:18]3)=[CH:26][CH:25]=2)[N:7]=[CH:6][N:5]=1 |f:1.2|. Procedure: A mixture of (4-chloro-[1,3,5]triazin-2-yl)-methyl-amine (290 mg, 2.00 mmol), NaI (28 mg) and 4-(4-ethylpiperazin-1-yl)-aniline (410 mg, 2.0 mmol) in EtOH (20 ml) and N-ethyl-diisopropyl amine (350 μl, 2.0 mmol) is heated to 80° C. for 3 h under a nitrogen atmosphere. The reaction mixture is cooled to RT, concentrated partially in vacuo and diluted with hexane at 0° C. The precipitate is filtered off, washed with Et2O and re-dissolved in EE and water. The separated off aqueous phase is extracted...